This data is from the Open Reaction Database (ORD), a public repository of structured organic reaction records. The task is: describe an organic reaction: reactants, conditions, products, and yield Starting materials: O=Cc1cc(Br)ccc1[N+](=O)[O-], O=[N+]([O-])O, O=S(=O)(O)O. Product: O=Cc1cc(Br)c([N+](=O)[O-])cc1[N+](=O)[O-]. Reaction SMILES: [Br:6][c:7]1[cH:8][cH:9][c:10]([N+:15](=[O:16])[O-:17])[c:11]([CH:12]=[O:13])[cH:14]1.[OH:18][N+:19]([O-:20])=[O:21].[S:1](=[O:2])(=[O:3])([OH:4])[OH:5]>>[Br:6][c:7]1[c:8]([N+:19](=[O:18])[O-:20])[cH:9][c:10]([N+:15](=[O:16])[O-:17])[c:11]([CH:12]=[O:13])[cH:14]1. Reactants: ClCCl, CC(=O)OC(C)=O, CN(C)c1ccncc1, O, C[SiH](C)OCc1c(C(C)(C)C)ccn(C2c3cc(C#N)ccc3OC(C)(C)C2O)c1=O, c1ccncc1. The product is CC(=O)OC1C(n2ccc(C(C)(C)C)c(CO[SiH](C)C)c2=O)c2cc(C#N)ccc2OC1(C)C. Reaction SMILES: [CH2:46]([Cl:47])[Cl:48].[CH3:38][C:39](=[O:40])[O:41][C:42](=[O:43])[CH3:44].[CH3:49][N:50]([CH3:51])[c:52]1[cH:53][cH:54][n:55][cH:56][cH:57]1.[OH2:45].[OH:1][CH:2]1[CH:3]([n:16]2[c:17](=[O:31])[c:18]([CH2:26][O:27][SiH:28]([CH3:29])[CH3:30])[c:19]([C:22]([CH3:23])([CH3:24])[CH3:25])[cH:20][cH:21]2)[c:4]2[c:5]([cH:10][cH:11][c:12]([C:14]#[N:15])[cH:13]2)[O:6][C:7]1([CH3:8])[CH3:9].[cH:32]1[cH:33][cH:34][n:35][cH:36][cH:37]1>>[O:1]([CH:2]1[CH:3]([n:16]2[c:17](=[O:31])[c:18]([CH2:26][O:27][SiH:28]([CH3:29])[CH3:30])[c:19]([C:22]([CH3:23])([CH3:24])[CH3:25])[cH:20][cH:21]2)[c:4]2[c:5]([cH:10][cH:11][c:12]([C:14]#[N:15])[cH:13]2)[O:6][C:7]1([CH3:8])[CH3:9])[C:39]([CH3:38])=[O:40]. The reactants are Br, CC1CCCN1, CC#N, COc1ncc(Cl)c(N2CCN(c3cc(-c4ccc(F)cc4)nc(Cl)n3)C(C)C2)n1, [K+], [K+], O=C([O-])[O-]. Product: COc1ncc(Cl)c(N2CCN(c3cc(-c4ccc(F)cc4)nc(N4CCCC4C)n3)C(C)C2)n1. As a reaction SMILES: [BrH:31].[CH3:32][CH:33]1[NH:34][CH2:35][CH2:36][CH2:37]1.[CH3:44][C:45]#[N:46].[Cl:1][c:2]1[c:3]([N:10]2[CH2:11][CH:12]([CH3:30])[N:13]([c:16]3[n:17][c:18]([Cl:29])[n:19][c:20](-[c:22]4[cH:23][cH:24][c:25]([F:28])[cH:26][cH:27]4)[cH:21]3)[CH2:14][CH2:15]2)[n:4][c:5]([O:8][CH3:9])[n:6][cH:7]1.[K+:38].[K+:39].[O-:40][C:41]([O-:42])=[O:43]>>[Cl:1][c:2]1[c:3]([N:10]2[CH2:11][CH:12]([CH3:30])[N:13]([c:16]3[n:17][c:18]([N:34]4[CH:33]([CH3:32])[CH2:37][CH2:36][CH2:35]4)[n:19][c:20](-[c:22]4[cH:23][cH:24][c:25]([F:28])[cH:26][cH:27]4)[cH:21]3)[CH2:14][CH2:15]2)[n:4][c:5]([O:8][CH3:9])[n:6][cH:7]1. Starting materials: C1(CCCCC1)N(C(NC=1SC(=CN1)SCC(=O)O)=O)[C@@H]1CC[C@H](CC1)OCC(C)C ({2-[3-cyclohexyl-3-(trans-4-isobutoxy-cyclohexyl)-ureido]-thiazol-5-ylsulfanyl}-acetic acid), C(C)OC(C(C)SC1=CN=C(S1)N)=O (2-(2-amino-thiazol-5-ylsulfanyl)-2-methyl-acetic acid ethyl ester). Yields the product C1(CCCCC1)N(C(NC=1SC(=CN1)SCCC(=O)O)=O)[C@@H]1CC[C@H](CC1)OCC(C)C (3-{2-[3-Cyclohexyl-3-(trans-4-isobutoxy-cyclohexyl)-ureido]-thiazol-5-ylsulfanyl}-propionic acid). Reaction SMILES: [CH:1]1([N:7]([C@H:21]2[CH2:26][CH2:25][C@H:24]([O:27][CH2:28][CH:29]([CH3:31])[CH3:30])[CH2:23][CH2:22]2)[C:8](=[O:20])[NH:9][C:10]2[S:11][C:12]([S:15]CC(O)=O)=[CH:13][N:14]=2)[CH2:6][CH2:5][CH2:4][CH2:3][CH2:2]1.C([O:34][C:35](=[O:45])[CH:36](SC1SC(N)=NC=1)[CH3:37])C>>[CH:1]1([N:7]([C@H:21]2[CH2:22][CH2:23][C@H:24]([O:27][CH2:28][CH:29]([CH3:30])[CH3:31])[CH2:25][CH2:26]2)[C:8](=[O:20])[NH:9][C:10]2[S:11][C:12]([S:15][CH2:37][CH2:36][C:35]([OH:45])=[O:34])=[CH:13][N:14]=2)[CH2:2][CH2:3][CH2:4][CH2:5][CH2:6]1. Procedure details: Prepared as described for the synthesis of {2-[3-cyclohexyl-3-(trans-4-isobutoxy-cyclohexyl)-ureido]-thiazol-5-ylsulfanyl}-acetic acid using 2-(2-amino-thiazol-5-ylsulfanyl)-2-methyl-acetic acid ethyl ester in the coupling step. Reactants: C1(CC1)CNC=1C(=NN2C1C=CC=C2C2=C(C=C(C=C2C)C)OC)OC (N-cyclopropylmethyl-N-[2-methoxy-7-(2-methoxy-4,6-dimethylphenyl)pyrazolo[1,5-a]pyridin-3-yl]amine), O1CCC(CC1)C=O (tetrahydro-2H-4-pyrancarbaldehyde), C(C)(=O)O[BH-](OC(C)=O)OC(C)=O.[Na+] (sodium triacetoxyborohydride), C(O)([O-])=O.[Na+] (sodium hydrogencarbonate). Solvent: O1CCCC1 (tetrahydrofuran), C(C)(=O)OCC (ethyl acetate). Reaction conditions: time 1 hour. Product: C1(CC1)CN(CC1CCOCC1)C=1C(=NN2C1C=CC=C2C2=C(C=C(C=C2C)C)OC)OC (N-Cyclopropylmethyl-N-[2-methoxy-7-(2-methoxy-4,6-dimethylphenyl)pyrazolo[1,5-a]pyridin-3-yl]-N-tetrahydro-2H-4-pyranylmethylamine). Yield: 70.0%. As a reaction SMILES: [CH:1]1([CH2:4][NH:5][C:6]2[C:7]([O:25][CH3:26])=[N:8][N:9]3[C:14]([C:15]4[C:20]([CH3:21])=[CH:19][C:18]([CH3:22])=[CH:17][C:16]=4[O:23][CH3:24])=[CH:13][CH:12]=[CH:11][C:10]=23)[CH2:3][CH2:2]1.[O:27]1[CH2:32][CH2:31][CH:30]([CH:33]=O)[CH2:29][CH2:28]1.C(O[BH-](OC(=O)C)OC(=O)C)(=O)C.[Na+].C(=O)([O-])O.[Na+]>O1CCCC1.C(OCC)(=O)C>[CH:1]1([CH2:4][N:5]([C:6]2[C:7]([O:25][CH3:26])=[N:8][N:9]3[C:14]([C:15]4[C:20]([CH3:21])=[CH:19][C:18]([CH3:22])=[CH:17][C:16]=4[O:23][CH3:24])=[CH:13][CH:12]=[CH:11][C:10]=23)[CH2:33][CH:30]2[CH2:31][CH2:32][O:27][CH2:28][CH2:29]2)[CH2:2][CH2:3]1 |f:2.3,4.5|. Procedure: After dissolving N-cyclopropylmethyl-N-[2-methoxy-7-(2-methoxy-4,6-dimethylphenyl)pyrazolo[1,5-a]pyridin-3-yl]amine (134 mg) in tetrahydrofuran (10 mL), tetrahydro-2H-4-pyrancarbaldehyde (131 mg) and sodium triacetoxyborohydride (243 mg) were added, and the mixture was stirred at room temperature for 1 hour. Saturated aqueous sodium hydrogencarbonate was added to the obtained reaction mixture, extraction was performed with ethyl acetate, and the extract was washed with brine. After drying over a... Reaction SMILES: [Cl:1][C:2]1[CH:3]=[C:4]([C:9]2([CH:14]=[O:15])[CH2:13][CH2:12][CH2:11][CH2:10]2)[CH:5]=[CH:6][C:7]=1[Cl:8].FC(F)(F)C1C=CC(C2(CO)CCCC2)=CC=1>>[Cl:1][C:2]1[CH:3]=[C:4]([C:9]2([CH2:14][OH:15])[CH2:13][CH2:12][CH2:11][CH2:10]2)[CH:5]=[CH:6][C:7]=1[Cl:8]. Starting materials: ClC=1C=C(C=CC1Cl)C1(CCCC1)C=O (1-(3,4-Dichlorophenyl)cyclopentanecarbaldehyde), FC(C1=CC=C(C=C1)C1(CCCC1)CO)(F)F ([1-(4-trifluoromethyl-phenyl)-cyclopentyl]-methanol). Reported procedure: (1-(3,4-Dichlorophenyl)cyclopentyl)methanol (483) was synthesized from 1-(3,4-dichlorophenyl)phenyl)cyclopentanecarbaldehyde (482) following the procedure described for 1-(4-trifluoromethyl-phenyl)-cyclopentane-methanol (239). The product is ClC=1C=C(C=CC1Cl)C1(CCCC1)CO ((1-(3,4-Dichlorophenyl)cyclopentyl)methanol).